From a dataset of the Open Reaction Database (ORD), a public repository of structured organic reaction records. describe an organic reaction: reactants, conditions, products, and yield Reactants: COC(=O)C(C)c1ccc(OC)cc1, C[O-], Cc1nsc(N)c1Cl, [Na+], C1CCOC1. Reaction SMILES: [CH3:12][O:13][c:14]1[cH:15][cH:16][c:17]([CH:20]([C:21](=[O:22])[O:23][CH3:24])[CH3:25])[cH:18][cH:19]1.[CH3:9][O-:10].[NH2:1][c:2]1[c:3]([Cl:8])[c:4]([CH3:7])[n:5][s:6]1.[Na+:11].[O:26]1[CH2:27][CH2:28][CH2:29][CH2:30]1>>[NH:1]([c:2]1[c:3]([Cl:8])[c:4]([CH3:7])[n:5][s:6]1)[C:21]([CH:20]([c:17]1[cH:16][cH:15][c:14]([O:13][CH3:12])[cH:19][cH:18]1)[CH3:25])=[O:22]. The product is COc1ccc(C(C)C(=O)Nc2snc(C)c2Cl)cc1. Starting materials: CN(C)C=O, COC(=O)c1ccc(C(=O)O)cc1Cl, On1nnc2ccccc21, CC(N)c1cccc2ccccc12. Product: COC(=O)c1ccc(C(=O)NC(C)c2cccc3ccccc23)cc1Cl. RXN SMILES: [CH3:38][N:39]([CH3:40])[CH:41]=[O:42].[Cl:11][c:12]1[cH:13][c:14]([C:15](=[O:16])[OH:17])[cH:18][cH:19][c:20]1[C:21](=[O:22])[O:23][CH3:24].[OH:1][n:2]1[c:3]2[cH:4][cH:5][cH:6][cH:7][c:8]2[n:9][n:10]1.[c:25]1([CH:35]([CH3:36])[NH2:37])[cH:26][cH:27][cH:28][c:29]2[cH:30][cH:31][cH:32][cH:33][c:34]12>>[Cl:11][c:12]1[cH:13][c:14]([C:15](=[O:17])[NH:37][CH:35]([c:25]2[cH:26][cH:27][cH:28][c:29]3[cH:30][cH:31][cH:32][cH:33][c:34]23)[CH3:36])[cH:18][cH:19][c:20]1[C:21](=[O:22])[O:23][CH3:24]. Starting materials: CCOC(=O)c1ccccc1, CCO, Cl, O=C1Cc2cc(C(=O)N3CCNCC3)ccc2N1. Product: O=C1Cc2cc(C(=O)N3CCN(C(=O)c4ccccc4)CC3)ccc2N1. RXN SMILES: [C:1]([c:2]1[cH:3][cH:4][cH:5][cH:6][cH:7]1)(=[O:8])[O:9][CH2:10][CH3:11].[CH3:31][CH2:32][OH:33].[ClH:12].[N:13]1([C:19](=[O:20])[c:21]2[cH:22][c:23]3[c:27]([cH:28][cH:29]2)[NH:26][C:25](=[O:30])[CH2:24]3)[CH2:14][CH2:15][NH:16][CH2:17][CH2:18]1>>[C:1]([c:2]1[cH:3][cH:4][cH:5][cH:6][cH:7]1)(=[O:8])[N:16]1[CH2:15][CH2:14][N:13]([C:19](=[O:20])[c:21]2[cH:22][c:23]3[c:27]([cH:28][cH:29]2)[NH:26][C:25](=[O:30])[CH2:24]3)[CH2:18][CH2:17]1.